Dataset: the Open Reaction Database (ORD), a public repository of structured organic reaction records. Task: describe an organic reaction: reactants, conditions, products, and yield Reactants: [Al+3], CCOC(=O)C1Oc2ccc(C)cc2O1, [Cl-], [Cl-], [Cl-], [Cl-], ClCCCl, CC(Cl)Cl, O=S(O)c1ccccc1. Yields the product CCOC(=O)C1Oc2cc(C)c(S(=O)c3ccccc3)cc2O1. As a reaction SMILES: [Al+3:27].[CH2:1]([CH3:2])[O:3][C:4](=[O:5])[CH:6]1[O:7][c:8]2[c:9]([cH:11][cH:12][c:13]([CH3:15])[cH:14]2)[O:10]1.[Cl-:16].[Cl-:26].[Cl-:28].[Cl-:29].[Cl:30][CH2:31][CH2:32][Cl:33].[Cl:34][CH:35]([Cl:36])[CH3:37].[c:17]1([S:23](=[O:24])[OH:25])[cH:18][cH:19][cH:20][cH:21][cH:22]1>>[CH2:1]([CH3:2])[O:3][C:4](=[O:5])[CH:6]1[O:7][c:8]2[c:9]([cH:11][c:12]([S:23]([c:17]3[cH:18][cH:19][cH:20][cH:21][cH:22]3)=[O:24])[c:13]([CH3:15])[cH:14]2)[O:10]1. Starting materials: C(C)(C)(C)OC(CC([C@H](C(C)C)NC(=O)OCC1=CC=CC=C1)=O)=O (t-butyl-(4S)-4-(N-benzyloxycarbonylamino)-5-methyl-3-oxohexanoate), [BH4-].[K+] (potassium borohydride), C(C)(=O)O (acetic acid). Solvent: C(C)O (ethanol). Reaction conditions: temperature 0 celsius, time 12 hour. Yields the product C(C)(C)(C)OC(C[C@H]([C@H](C(C)C)NC(=O)OCC1=CC=CC=C1)O)=O (t-butyl-(3R,4S)-4-(N-benzyloxycarbonylamino)-3-hydroxy-5-methyl-hexanoate). Yield: 88.4%. As a reaction SMILES: [C:1]([O:5][C:6](=[O:25])[CH2:7][C:8](=[O:24])[C@@H:9]([NH:13][C:14]([O:16][CH2:17][C:18]1[CH:23]=[CH:22][CH:21]=[CH:20][CH:19]=1)=[O:15])[CH:10]([CH3:12])[CH3:11])([CH3:4])([CH3:3])[CH3:2].[BH4-].[K+].C(O)(=O)C>C(O)C>[C:1]([O:5][C:6](=[O:25])[CH2:7][C@@H:8]([OH:24])[C@@H:9]([NH:13][C:14]([O:16][CH2:17][C:18]1[CH:19]=[CH:20][CH:21]=[CH:22][CH:23]=1)=[O:15])[CH:10]([CH3:12])[CH3:11])([CH3:3])([CH3:4])[CH3:2] |f:1.2|. Reported procedure: To a solution of t-butyl-(4S)-4-(N-benzyloxycarbonylamino)-5-methyl-3-oxohexanoate (6.0 g, 17.1 mmol) in 70 ml ethanol at 0° C. was added potassium borohydride (3.23 g, 58.8 mmol). After stirring for 4 h at 0° C. and 12 h at room temperature, the reaction mixture was acidified with glacial acetic acid to pH 4 and concentrated in vacuo. The residue was dissolved in a mixture of 200 ml ethyl acetate and 200 ml water. After additional washings of the aqueous phase with ethyl acetate (3×50 ml), the ...